Dataset: the Open Reaction Database (ORD), a public repository of structured organic reaction records. Task: describe an organic reaction: reactants, conditions, products, and yield The reactants are CC(C)(C)C1=CC(=NO1)NC(N(C)CC(OC)OC)=O (3-[5-(1,1-dimethylethyl)-3-isoxazoly]-1-methyl-(2,2-dimethoxyethyl)urea), Cl (hydrochloric acid). Run in O (water). Yields the product CC(C)(C)C1=CC(=NO1)N1C(N(CC1O)C)=O (3-[5-(1,1-dimethylethyl)-3-isoxazolyl]-1-methyl-4-hydroxy-2-imidazolidinone). The yield is 87.1%. Reaction SMILES: [CH3:1][C:2]([C:5]1[O:9][N:8]=[C:7]([NH:10][C:11](=[O:20])[N:12]([CH2:14][CH:15](OC)[O:16]C)[CH3:13])[CH:6]=1)([CH3:4])[CH3:3].Cl>O>[CH3:1][C:2]([C:5]1[O:9][N:8]=[C:7]([N:10]2[CH:15]([OH:16])[CH2:14][N:12]([CH3:13])[C:11]2=[O:20])[CH:6]=1)([CH3:4])[CH3:3]. Procedure: A round bottom flask was charged with 2.6 grams of the 3-[5-(1,1-dimethylethyl)-3-isoxazoly]-1-methyl-(2,2-dimethoxyethyl)urea (prepared above), 150 milliliters of water and 1.5 milliliters of concentrated hydrochloric acid (HCl). The resulting mixture was heated until one phase formed, and crystals coated out on the sides of the flask and cooled; and the scrapings of the crystals and the solution were filtered. The crystalline precipitate was washed twice with separate portions of H2O, and then... Reactants: [N+](=O)([O-])C1=CC=C(C(=O)N2C3=C(CC4=C(C2)C=CC=C4)C=CC=C3)C=C1 (6,11-dihydro-5-(4-nitrobenzoyl)-5H-dibenz[b,e]azepine). Reagents/catalysts: [Pd] (palladium-on-carbon). Run in C(C)(=O)O (acetic acid). Run at time 6.5 hour. The product is NC1=CC=C(C(=O)N2C3=C(CC4=C(C2)C=CC=C4)C=CC=C3)C=C1 (5-(4-Aminobenzoyl)-6,11-dihydro-5H-dibenz[b,e]azepine). Isolated yield 97.4%. Reaction SMILES: [N+:1]([C:4]1[CH:26]=[CH:25][C:7]([C:8]([N:10]2[CH2:16][C:15]3[CH:17]=[CH:18][CH:19]=[CH:20][C:14]=3[CH2:13][C:12]3[CH:21]=[CH:22][CH:23]=[CH:24][C:11]2=3)=[O:9])=[CH:6][CH:5]=1)([O-])=O>C(O)(=O)C.[Pd]>[NH2:1][C:4]1[CH:5]=[CH:6][C:7]([C:8]([N:10]2[CH2:16][C:15]3[CH:17]=[CH:18][CH:19]=[CH:20][C:14]=3[CH2:13][C:12]3[CH:21]=[CH:22][CH:23]=[CH:24][C:11]2=3)=[O:9])=[CH:25][CH:26]=1. Procedure details: To a solution of 4.5 g of 6,11-dihydro-5-(4-nitrobenzoyl)-5H-dibenz[b,e]azepine in 230 ml of glacial acetic acid is added 0.58 g of 10% palladium-on-carbon and the mixture under hydrogen (38 psi) shaken in a Parr hydrogenator for 6.5 hours. The mixture is filtered through diatomaceous earth and the filtrate concentrated to give 4.0 g of solid. The solid is extracted with 100 ml of dichloromethane and the extract washed with water, dried (Na2 SO4). The solvent is removed to give 4.0 g of yellow c...